From a dataset of the Open Reaction Database (ORD), a public repository of structured organic reaction records. describe an organic reaction: reactants, conditions, products, and yield The reactants are C1CCOC1, CSc1ccc(N)cc1, C[Si](C)(C)[N-][Si](C)(C)C, NC(=O)c1ccc(Cl)nc1Cl, [Li+]. The product is CSc1ccc(Nc2nc(Cl)ccc2C(N)=O)cc1. Reaction SMILES: [CH2:31]1[O:32][CH2:33][CH2:34][CH2:35]1.[CH3:22][S:23][c:24]1[cH:25][cH:26][c:27]([NH2:28])[cH:29][cH:30]1.[CH3:2][Si:3]([N-:4][Si:5]([CH3:6])([CH3:7])[CH3:8])([CH3:9])[CH3:10].[Cl:11][c:12]1[c:13]([C:14](=[O:15])[NH2:16])[cH:17][cH:18][c:19]([Cl:21])[n:20]1.[Li+:1]>>[c:12]1([NH:28][c:27]2[cH:26][cH:25][c:24]([S:23][CH3:22])[cH:30][cH:29]2)[c:13]([C:14](=[O:15])[NH2:16])[cH:17][cH:18][c:19]([Cl:21])[n:20]1.